From a dataset of the Open Reaction Database (ORD), a public repository of structured organic reaction records. describe an organic reaction: reactants, conditions, products, and yield Reactants: C#Cc1ccc(O)c(C(=O)OC)c1, CCOCC, [Pd], c1ccc2ncccc2c1. Yields the product C=Cc1ccc(O)c(C(=O)OC)c1. RXN SMILES: [C:1](#[CH:2])[c:3]1[cH:4][cH:5][c:6]([OH:13])[c:7]([C:8](=[O:9])[O:10][CH3:11])[cH:12]1.[CH3:24][CH2:25][O:26][CH2:27][CH3:28].[Pd:29].[cH:14]1[cH:15][c:16]2[c:17]([n:18][cH:19][cH:20][cH:21]2)[cH:22][cH:23]1>>[CH:1](=[CH2:2])[c:3]1[cH:4][cH:5][c:6]([OH:13])[c:7]([C:8](=[O:9])[O:10][CH3:11])[cH:12]1.